From a dataset of the Open Reaction Database (ORD), a public repository of structured organic reaction records. describe an organic reaction: reactants, conditions, products, and yield Starting materials: CN(C=1C=C(C=CC1)O)C (3-dimethylaminophenol), [OH-].[Na+] (NaOH), C(CCC)Br (butyl bromide). The reagents and catalysts are S(=O)(=O)(O)[O-].C(CCC)[N+](CCCC)(CCCC)CCCC (tetrabutylammonium hydrogen sulfate). Run in C1(=CC=CC=C1)C (toluene). Run at temperature 80 celsius, time 30 minute. Product: CN(C=1C=C(C=CC1)CCCCOCCCCC1=CC(=CC=C1)N(C)C)C (3-dimethylaminophenylbutyl ether). Reaction SMILES: [CH3:1][N:2]([CH3:10])[C:3]1[CH:4]=[C:5](O)[CH:6]=[CH:7][CH:8]=1.[OH-:11].[Na+].[CH2:13](Br)[CH2:14][CH2:15][CH3:16]>S([O-])(O)(=O)=O.C([N+](CCCC)(CCCC)CCCC)CCC.C1(C)C=CC=CC=1>[CH3:1][N:2]([CH3:10])[C:3]1[CH:4]=[C:5]([CH2:16][CH2:15][CH2:14][CH2:13][O:11][CH2:4][CH2:3][CH2:8][CH2:7][C:5]2[CH:6]=[CH:7][CH:8]=[C:3]([N:2]([CH3:10])[CH3:1])[CH:4]=2)[CH:6]=[CH:7][CH:8]=1 |f:1.2,4.5|. Procedure details: 54.8 g (0.4 mol) of 3-dimethylaminophenol and 13.58 g (0.04 mol) of tetrabutylammonium hydrogen sulfate are placed in 200 ml of toluene in a 750 ml sulfonating flask having an anchor mixer, thermometer, reflux condenser and dropping funnel and at RT 80 g (1.0 mol) of a 50% aqueous NaOH solution are added dropwise in the course of 30 minutes. The suspension is then stirred for 30 minutes at 80° C. and then at the same temperature 109.6 g (0.8 mol) of butyl bromide are added in the course of 45 mi... The reactants are NCC(C)(C)NC(C(=O)NC1=CC(=C(C=C1)C1=CN=CO1)OC)=O (N-(2-amino-1,1-dimethyl-ethyl)-N′-(3-methoxy-4-oxazol-5-yl-phenyl)-oxalamide), C(C)(C)(C)CC(=O)O (tert-butylacetic acid), Cl.CN(CCCN=C=NCC)C (1-(3-dimethylaminopropyl)-3-ethylcarbodiimide hydrochloride), C1=CC2=C(N=C1)N(N=N2)O (HOAt). Solvent: CN(C=O)C (dimethylformamide), ClCCl (dichloromethane). Conditions: time 16 hour. The product is COC=1C=C(C=CC1C1=CN=CO1)NC(C(=O)NC(CNC(CC(C)(C)C)=O)(C)C)=O (N-(3-methoxy-4-(5-oxazolyl)phenyl]-N′-[2-(3,3-dimethylbutyramido)-1,1-dimethylethyl]oxalamide). As a reaction SMILES: [NH2:1][CH2:2][C:3]([NH:6][C:7](=[O:24])[C:8]([NH:10][C:11]1[CH:16]=[CH:15][C:14]([C:17]2[O:21][CH:20]=[N:19][CH:18]=2)=[C:13]([O:22][CH3:23])[CH:12]=1)=[O:9])([CH3:5])[CH3:4].[C:25]([CH2:29][C:30](O)=[O:31])([CH3:28])([CH3:27])[CH3:26].Cl.CN(C)CCCN=C=NCC.C1C=NC2N(O)N=NC=2C=1>CN(C)C=O.ClCCl>[CH3:23][O:22][C:13]1[CH:12]=[C:11]([NH:10][C:8](=[O:9])[C:7]([NH:6][C:3]([CH3:5])([CH3:4])[CH2:2][NH:1][C:30](=[O:31])[CH2:29][C:25]([CH3:28])([CH3:27])[CH3:26])=[O:24])[CH:16]=[CH:15][C:14]=1[C:17]1[O:21][CH:20]=[N:19][CH:18]=1 |f:2.3|. Reported procedure: 30 mg (0.09 mmol) of N-(2-amino-1,1-dimethyl-ethyl)-N′-(3-methoxy-4-oxazol-5-yl-phenyl)-oxalamide, 52 mg (0.45 mmol) of tert-butylacetic acid, 86 mg (0.45 mmol) of 1-(3-dimethylaminopropyl)-3-ethylcarbodiimide hydrochloride and 69 mg of HOAt were dissolved and stirred in 2 ml of dimethylformamide. After stirring for 16 hours the mixture was diluted with 10 ml of dichloromethane and washed with 10% citric acid solution in water, saturated sodium hydrogen carbonate solution and brine. The organic ... Reactants: CCOC(=O)CBr, CCOC(C)=O, O=[N+]([O-])c1ccc2c(Cl)n[nH]c2c1, Cl, [H-], [Na+], CN(C)C=O, O. Yields the product CCOC(=O)Cn1nc(Cl)c2ccc([N+](=O)[O-])cc21. As a reaction SMILES: [Br:16][CH2:17][C:18](=[O:19])[O:20][CH2:21][CH3:22].[CH3:29][CH2:30][O:31][C:32](=[O:33])[CH3:34].[Cl:1][c:2]1[n:3][nH:4][c:5]2[cH:6][c:7]([N+:11](=[O:12])[O-:13])[cH:8][cH:9][c:10]12.[ClH:23].[H-:14].[Na+:15].[O:24]=[CH:25][N:26]([CH3:27])[CH3:28].[OH2:35]>>[Cl:1][c:2]1[n:3][n:4]([CH2:17][C:18](=[O:19])[O:20][CH2:21][CH3:22])[c:5]2[cH:6][c:7]([N+:11](=[O:12])[O-:13])[cH:8][cH:9][c:10]12.